Dataset: the Open Reaction Database (ORD), a public repository of structured organic reaction records. Task: describe an organic reaction: reactants, conditions, products, and yield The reactants are CCC(CC)(c1ccc(C#CC(O)(C(F)(F)F)C(F)(F)F)c(C)c1)c1ccc(-c2ccc(CC(=O)OC)cc2)c(C)c1, CO, Cl, [Na+], C1CCOC1, [OH-]. Product: CCC(CC)(c1ccc(C#CC(O)(C(F)(F)F)C(F)(F)F)c(C)c1)c1ccc(-c2ccc(CC(=O)O)cc2)c(C)c1. RXN SMILES: [CH3:3][O:4][C:5]([CH2:6][c:7]1[cH:8][cH:9][c:10](-[c:13]2[c:14]([CH3:43])[cH:15][c:16]([C:19]([CH2:20][CH3:21])([c:22]3[cH:23][c:24]([CH3:40])[c:25]([C:28]#[C:29][C:30]([C:31]([F:32])([F:33])[F:34])([C:35]([F:36])([F:37])[F:38])[OH:39])[cH:26][cH:27]3)[CH2:41][CH3:42])[cH:17][cH:18]2)[cH:11][cH:12]1)=[O:44].[CH3:51][OH:52].[ClH:45].[Na+:2].[O:46]1[CH2:47][CH2:48][CH2:49][CH2:50]1.[OH-:1]>>[O:4]=[C:5]([CH2:6][c:7]1[cH:8][cH:9][c:10](-[c:13]2[c:14]([CH3:43])[cH:15][c:16]([C:19]([CH2:20][CH3:21])([c:22]3[cH:23][c:24]([CH3:40])[c:25]([C:28]#[C:29][C:30]([C:31]([F:32])([F:33])[F:34])([C:35]([F:36])([F:37])[F:38])[OH:39])[cH:26][cH:27]3)[CH2:41][CH3:42])[cH:17][cH:18]2)[cH:11][cH:12]1)[OH:44]. As a reaction SMILES: [CH2:1]([O:8][C:9]1[CH:10]=[CH:11][C:12]2[C:13]3[S:22][C:21]([CH2:23][CH3:24])=[N:20][C:14]=3[CH:15]=[N+:16]([O-])[C:17]=2[CH:18]=1)[C:2]1[CH:7]=[CH:6][CH:5]=[CH:4][CH:3]=1.ClC(Cl)(Cl)C([N:29]=C=O)=O>ClCCl>[CH2:1]([O:8][C:9]1[CH:10]=[CH:11][C:12]2[C:13]3[S:22][C:21]([CH2:23][CH3:24])=[N:20][C:14]=3[C:15]([NH2:29])=[N:16][C:17]=2[CH:18]=1)[C:2]1[CH:7]=[CH:6][CH:5]=[CH:4][CH:3]=1. Solvent: ClCCl (dichloromethane). Starting materials: C(C1=CC=CC=C1)OC=1C=CC=2C3=C(C=[N+](C2C1)[O-])N=C(S3)CC (7-benzyloxy-2-ethylthiazolo[4,5-c]quinoline 5-oxide), ClC(C(=O)N=C=O)(Cl)Cl (trichloroacetylisocyanate). Reported procedure: To a vigorously stirred pale orange solution of 7-benzyloxy-2-ethylthiazolo[4,5-c]quinoline 5-oxide (15.00 g, 44.6 mmol) in dichloromethane (200 mL), at room temperature, was slowly added trichloroacetylisocyanate (1.05 eq., 5.6 ml 46.8 mmol). The solution was maintained at room temperature for 18 hours. At this time the reaction was quenched by the addition of concentrated ammonium hydroxide solution (60 ml). An off-white precipitate formed and was collected by vacuum filtration. Recrystallizat... Isolated yield 75.5%. The product is C(C1=CC=CC=C1)OC=1C=CC=2C3=C(C(=NC2C1)N)N=C(S3)CC (7-benzyloxy-2-ethylthiazolo[4,5-c]quinolin-4-amine). Reactants: C(C)NC1=NC=CC(=C1)C(CN)(OCC)OCC (2-(2-ethylamino-4-pyridyl)-2,2-diethoxyethylamine), Cl.C(CC)(OCC)=N (ethyl propionimidate hydrochloride). The solvent is C(C)O (ethanol). The product is C(C)NC1=NC=CC(=C1)C=1N=C(NC1)CC (2-Ethylamino-4-(2-ethyl-4-imidazolyl)pyridine). Isolated yield 33.0%. Reaction SMILES: [CH2:1]([NH:3][C:4]1[CH:9]=[C:8]([C:10](OCC)(OCC)[CH2:11][NH2:12])[CH:7]=[CH:6][N:5]=1)[CH3:2].Cl.[C:20](=[NH:26])(OCC)[CH2:21][CH3:22]>C(O)C>[CH2:1]([NH:3][C:4]1[CH:9]=[C:8]([C:10]2[N:26]=[C:20]([CH2:21][CH3:22])[NH:12][CH:11]=2)[CH:7]=[CH:6][N:5]=1)[CH3:2] |f:1.2|. Reported procedure: The procedure of Example XB was employed, starting with 2.0 g. (8 mmoles) of 2-(2-ethylamino-4-pyridyl)-2,2-diethoxyethylamine and 1.16 g. (8.3 mmoles) of ethyl propionimidate hydrochloride in 30 ml. of ethanol, to give 605 g. (33%) of the title compound as a white solid, 190°-193° C. Product: BrC1=C(C=CC=C1)NC(CC(=O)O)=O (N-(2-bromophenyl)malonamic acid). Run at temperature 180 celsius. As a reaction SMILES: [C:1]([O:9]CC)(=[O:8])[CH2:2][C:3]([O:5]CC)=O.[Br:12][C:13]1[CH:19]=[CH:18][CH:17]=[CH:16][C:14]=1[NH2:15].C(=O)([O-])[O-].[Na+].[Na+].Cl>O.CO>[Br:12][C:13]1[CH:19]=[CH:18][CH:17]=[CH:16][C:14]=1[NH:15][C:3](=[O:5])[CH2:2][C:1]([OH:9])=[O:8] |f:2.3.4|. Yield: 57.3%. Reported procedure: Diethyl malonate (101 mL, 0.989 mol) and 2-bromoaniline (50.g, 0.291 mol) were combined and heated at 180° C. for six hours. A Dean-Stark trap was used to collect the volatiles. The reaction was allowed to cool to ambient temperature overnight; a precipitate formed. The precipitate was isolated by filtration and combined with methanol (160 mL), water (800 mL), and solid sodium carbonate (105 g). The mixture was heated at reflux for two hours, allowed to cool to ambient temperature, and then cool... The reactants are C(CC(=O)OCC)(=O)OCC (Diethyl malonate), Cl (hydrochloric acid), BrC1=C(N)C=CC=C1 (2-bromoaniline), C([O-])([O-])=O.[Na+].[Na+] (sodium carbonate). Solvent: O (water), CO (methanol).